This data is from the Open Reaction Database (ORD), a public repository of structured organic reaction records. The task is: describe an organic reaction: reactants, conditions, products, and yield Reactants: C(C)OC(=O)C1(CC2=CC=C(C(=C2C1)Cl)Cl)NC(C1=C(C(=CC=C1)C)OC1CCC1)=O (2-(2-Cyclobutoxy-3-methyl-benzoylamino)-4,5-dichloro-indan-2-carboxylic acid ethyl ester), [OH-].[K+] (KOH). The solvent is CCO (EtOH). The product is C1(CCC1)OC1=C(C(=O)NC2(CC3=CC=C(C(=C3C2)Cl)Cl)C(=O)O)C=CC=C1C (2-(2-Cyclobutoxy-3-methyl-benzoylamino)-4,5-dichloro-indan-2-carboxylic acid), solid. Yield: 94.0%. RXN SMILES: C([O:3][C:4]([C:6]1([NH:17][C:18](=[O:31])[C:19]2[CH:24]=[CH:23][CH:22]=[C:21]([CH3:25])[C:20]=2[O:26][CH:27]2[CH2:30][CH2:29][CH2:28]2)[CH2:14][C:13]2[C:8](=[CH:9][CH:10]=[C:11]([Cl:16])[C:12]=2[Cl:15])[CH2:7]1)=[O:5])C.[OH-].[K+]>CCO>[CH:27]1([O:26][C:20]2[C:21]([CH3:25])=[CH:22][CH:23]=[CH:24][C:19]=2[C:18]([NH:17][C:6]2([C:4]([OH:5])=[O:3])[CH2:14][C:13]3[C:8](=[CH:9][CH:10]=[C:11]([Cl:16])[C:12]=3[Cl:15])[CH2:7]2)=[O:31])[CH2:28][CH2:29][CH2:30]1 |f:1.2|. Reported procedure: 2-(2-Cyclobutoxy-3-methyl-benzoylamino)-4,5-dichloro-indan-2-carboxylic acid ethyl ester (255) (460 mg, 0.99 mmol) is dissolved in EtOH (50 mL) and set to stir at RT. To this solution is added 5M KOH (3 ml). The reaction mixture is stirred at RT overnight. After concentration in vacuo, the residue is dissolved in water (20 mL) and acidified with concentrated HCl to pH 2. The resultant mixture is washed with EtOAc (3×100 ml). Organics are combined and washed with brine, then dried over anhydrous ... Reactants: COC(=O)c1cc(OC)c(N)cc1C(F)(F)F, O=C(Cl)Oc1ccc([N+](=O)[O-])cc1, ClCCl, c1ccncc1. Product: COC(=O)c1cc(OC)c(NC(=O)Oc2ccc([N+](=O)[O-])cc2)cc1C(F)(F)F. RXN SMILES: [CH3:1][O:2][C:3]([c:4]1[c:5]([C:13]([F:14])([F:15])[F:16])[cH:6][c:7]([NH2:12])[c:8]([O:10][CH3:11])[cH:9]1)=[O:17].[Cl:24][C:25](=[O:26])[O:27][c:28]1[cH:29][cH:30][c:31]([N+:34](=[O:35])[O-:36])[cH:32][cH:33]1.[Cl:37][CH2:38][Cl:39].[cH:18]1[cH:19][cH:20][n:21][cH:22][cH:23]1>>[CH3:1][O:2][C:3]([c:4]1[c:5]([C:13]([F:14])([F:15])[F:16])[cH:6][c:7]([NH:12][C:25](=[O:26])[O:27][c:28]2[cH:29][cH:30][c:31]([N+:34](=[O:35])[O-:36])[cH:32][cH:33]2)[c:8]([O:10][CH3:11])[cH:9]1)=[O:17]. The reactants are FC1=C(C(=N)N)C=CC=C1 (2-fluorobenzamidine), ClC1=C(C=C(C#N)C#N)C=CC(=C1)Cl (2-(2,4-dichloro-benzylidene)-malononitrile). Product: NCC=1C(=NC(=NC1C1=C(C=C(C=C1)Cl)Cl)C1=C(C=CC=C1)F)N (5-Aminomethyl-6-(2,4-dichloro-phenyl)-2-(2-fluoro-phenyl)-pyrimidin-4-ylamine). Reaction SMILES: [F:1][C:2]1[CH:10]=[CH:9][CH:8]=[CH:7][C:3]=1[C:4]([NH2:6])=[NH:5].[Cl:11][C:12]1[CH:23]=[C:22]([Cl:24])[CH:21]=[CH:20][C:13]=1[CH:14]=[C:15]([C:18]#[N:19])[C:16]#[N:17]>>[NH2:19][CH2:18][C:15]1[C:16]([NH2:17])=[N:5][C:4]([C:3]2[CH:7]=[CH:8][CH:9]=[CH:10][C:2]=2[F:1])=[N:6][C:14]=1[C:13]1[CH:20]=[CH:21][C:22]([Cl:24])=[CH:23][C:12]=1[Cl:11]. Procedure details: The title compound, MS: m/e=363.0 (M+H+), was prepared from 2-fluorobenzamidine and 2-(2,4-dichloro-benzylidene)-malononitrile in analogy to the process described in Example 11 as a solid. Starting materials: [OH-].[Na+].C(C)O (sodium hydroxide ethanol), CC(C[C@@H](C(=O)N1CCN(CC1)CC1=C(C(=C(C=C1)OC)OC)OC)NC(=O)[C@@H]1[C@H](O1)C(=O)OCC)C (ethyl (2S,3S)-3-[(s)-3-methyl-1-{4-(2,3,4-trimethoxyphenylmethyl)piperazine-1-yl carbonyl}butylcarbamoyl]-oxirane-2-carboxylate). Run in C(C)O (ethanol). Run at time 2.5 hour. The product is CC(C[C@@H](C(=O)N1CCN(CC1)CC1=C(C(=C(C=C1)OC)OC)OC)NC(=O)[C@@H]1[C@H](O1)C(=O)[O-])C.[Na+] (sodium (2S,3S)-3-[(s)-3-methyl-1-{4-(2,3,4-trimethoxyphenylmethyl)piperazine-1-yl carbonyl}butylcarbamoyl]-oxirane-2-carboxylate). Yield: 97.0%. RXN SMILES: [OH-].[Na+:2].C(O)C.[CH3:6][CH:7]([CH3:42])[CH2:8][C@H:9]([NH:31][C:32]([C@H:34]1[O:36][C@@H:35]1[C:37]([O:39]CC)=[O:38])=[O:33])[C:10]([N:12]1[CH2:17][CH2:16][N:15]([CH2:18][C:19]2[CH:24]=[CH:23][C:22]([O:25][CH3:26])=[C:21]([O:27][CH3:28])[C:20]=2[O:29][CH3:30])[CH2:14][CH2:13]1)=[O:11]>C(O)C>[CH3:6][CH:7]([CH3:42])[CH2:8][C@H:9]([NH:31][C:32]([C@H:34]1[O:36][C@@H:35]1[C:37]([O-:39])=[O:38])=[O:33])[C:10]([N:12]1[CH2:13][CH2:14][N:15]([CH2:18][C:19]2[CH:24]=[CH:23][C:22]([O:25][CH3:26])=[C:21]([O:27][CH3:28])[C:20]=2[O:29][CH3:30])[CH2:16][CH2:17]1)=[O:11].[Na+:2] |f:0.1.2,5.6|. Reported procedure: Under cooling with ice, a 0.47N sodium hydroxide-ethanol solution (4.15 ml) was added to an ethanol solution (7.5 ml) of ethyl (2S,3S)-3-[(s)-3-methyl-1-{4-(2,3,4-trimethoxyphenylmethyl)piperazine-1-yl carbonyl}butylcarbamoyl]-oxirane-2-carboxylate (1.04 g), and the mixture was stirred at room temperature for 2.5 hours. After removal of ethanol by distillation under reduced pressure, water was added, and any insoluble matters were removed by filtration. The filtrate was concentrated and dried un... Reactants: C(CCC=C)C(C(=O)OCC)C(=O)OCC (diethyl (4-pentenyl)malonate), C(O)([O-])=O.[Na+] (sodium hydrogen carbonate), [H-].[Al+3].[Li+].[H-].[H-].[H-] (lithium aluminium hydride), CC(=O)C (acetone). Run in O1CCCC1 (tetrahydrofuran), O1CCCC1 (tetrahydrofuran). Conditions: time 8 hour. The product is C(CCC=C)C(CO)CO (2-(4-pentenyl)-1,3-propanediol). The yield is 84.9%. RXN SMILES: [H-].[Al+3].[Li+].[H-].[H-].[H-].[CH2:7]([CH:12]([C:18](OCC)=[O:19])[C:13](OCC)=[O:14])[CH2:8][CH2:9][CH:10]=[CH2:11].CC(C)=O.C(=O)([O-])O.[Na+]>O1CCCC1>[CH2:7]([CH:12]([CH2:18][OH:19])[CH2:13][OH:14])[CH2:8][CH2:9][CH:10]=[CH2:11] |f:0.1.2.3.4.5,8.9|. Procedure: A suspension of 13.8 g of lithium aluminium hydride in 500 ml of tetrahydrofuran was treated dropwise under nitrogen at 0°-5° C. within 1 hour with a solution of 33.2 g of diethyl (4-pentenyl)malonate in 125 ml of tetrahydrofuran. The mixture was stirred overnight at room temperature and then heated to boiling for 3 hours. After cooling there were cautiously added dropwise to the reaction mixture firstly 25 ml of acetone and then 25 ml of saturated sodium hydrogen carbonate solution. The resulti... The reactants are ClC=1C=CC=2N(N1)C(=C(N2)C2=CC=C(C=C2)Cl)C2=CC(=NC=C2)NC(OC(C)(C)C)=O (tert-butyl {4-[6-chloro-2-(4-chlorophenyl)imidazo[1,2-b]pyridazin-3-yl]pyrid-2-yl}carbamate), Cl (hydrochloric acid). Solvent: ClCCl (dichloromethane). Reaction conditions: time 2 hour. Product: ClC=1C=CC=2N(N1)C(=C(N2)C2=CC=C(C=C2)Cl)C2=CC(=NC=C2)N (4-[6-Chloro-2-(4-chlorophenyl)imidazo[1,2-b]pyridazin-3-yl]pyrid-2-ylamine). Yield: 94.1%. Reaction SMILES: [Cl:1][C:2]1[CH:3]=[CH:4][C:5]2[N:6]([C:8]([C:18]3[CH:23]=[CH:22][N:21]=[C:20]([NH:24]C(=O)OC(C)(C)C)[CH:19]=3)=[C:9]([C:11]3[CH:16]=[CH:15][C:14]([Cl:17])=[CH:13][CH:12]=3)[N:10]=2)[N:7]=1.Cl>ClCCl>[Cl:1][C:2]1[CH:3]=[CH:4][C:5]2[N:6]([C:8]([C:18]3[CH:23]=[CH:22][N:21]=[C:20]([NH2:24])[CH:19]=3)=[C:9]([C:11]3[CH:12]=[CH:13][C:14]([Cl:17])=[CH:15][CH:16]=3)[N:10]=2)[N:7]=1. Procedure: To a suspension of 0.76 g (1.67 mmol) of tert-butyl {4-[6-chloro-2-(4-chlorophenyl)imidazo[1,2-b]pyridazin-3-yl]pyrid-2-yl}carbamate in 8 mL of dichloromethane are added 4 mL (48 mmol) of hydrochloric acid. After stirring for 2 hours at room temperature, the solvent is evaporated off under reduced pressure, the oily residue is taken up with aqueous ammonia and the product is extracted with dichloromethane. The organic phase is filtered on a hydrophobic cartridge and concentrated under reduced pr... Reactants: BrC1=CC=C(C=N1)N1C(C2=CC=CC=C2C2=C1N1C(=N2)C=CC=C1)=O (6-(6-bromo-pyridin-3-yl)-pyrido-[2′,1′:2,3]imidazo[4,5-c]isoquinolin-5(6H)-one), NC(CO)C (2-amino-1-propanol). Run in O (water). Run at temperature 180 celsius, time 50 minute. Product: OCC(C)NC1=CC=C(C=N1)N1C(C2=CC=CC=C2C2=C1N1C(=N2)C=CC=C1)=O (6-[6-[(2-hydroxy-1-methyl-ethyl)amino]-pyridin-3-yl]-pyrido[2′,1′:2,3]imidazo[4,5-c]isoquinolin-5(6H)-one). The yield is 67.0%. RXN SMILES: Br[C:2]1[N:7]=[CH:6][C:5]([N:8]2[C:17]3[N:18]4[CH:24]=[CH:23][CH:22]=[CH:21][C:19]4=[N:20][C:16]=3[C:15]3[C:10](=[CH:11][CH:12]=[CH:13][CH:14]=3)[C:9]2=[O:25])=[CH:4][CH:3]=1.[NH2:26][CH:27]([CH3:30])[CH2:28][OH:29]>O>[OH:29][CH2:28][CH:27]([NH:26][C:2]1[N:7]=[CH:6][C:5]([N:8]2[C:17]3[N:18]4[CH:24]=[CH:23][CH:22]=[CH:21][C:19]4=[N:20][C:16]=3[C:15]3[C:10](=[CH:11][CH:12]=[CH:13][CH:14]=3)[C:9]2=[O:25])=[CH:4][CH:3]=1)[CH3:30]. Procedure details: A mixture of compound 21 (1.0 equiv., 0.583 mmol, 0.228 g) and 2-amino-1-propanol (1.5 ml) was stirred for 50 min under microwave irradiation (microwave settings: temperature=180° C., maximum pressure=17 bar, maximum power=200 W). The reaction mixture was mixed with water (10 ml) and stirred at room temperature for 5 min. The resulting precipitate was filtered off and subsequently washed with water and tetrahydrofuran to afford 6-[6-[(2-hydroxy-1-methyl-ethyl)amino]-pyridin-3-yl]-pyrido[2′,1′:2,... The reactants are O=C(Nc1ccc(C2CCNCC2)cc1)c1nc(-c2ccccc2)oc1C(F)(F)F, O=C(O)C1CCC(c2noc(=O)[nH]2)CC1. Yields the product O=C(O)c1nc(-c2ccccc2)oc1C(F)(F)F. As a reaction SMILES: [NH:1]1[CH2:2][CH2:3][CH:4]([c:5]2[cH:6][cH:7][c:8]([NH:9][C:14](=[O:15])[c:16]3[n:17][c:18](-[c:25]4[cH:26][cH:27][cH:28][cH:29][cH:30]4)[o:19][c:20]3[C:21]([F:22])([F:23])[F:24])[cH:10][cH:11]2)[CH2:12][CH2:13]1.[O:31]=[c:32]1[o:33][n:34][c:35]([CH:36]2[CH2:37][CH2:38][CH:39]([C:40]([OH:41])=[O:42])[CH2:43][CH2:44]2)[nH:45]1>>[C:14]([OH:15])([c:16]1[n:17][c:18](-[c:25]2[cH:26][cH:27][cH:28][cH:29][cH:30]2)[o:19][c:20]1[C:21]([F:22])([F:23])[F:24])=[O:31]. Starting materials: CS(=O)(=O)C1=CC=C(C=C1)N1N=C2CCN(CCC2=C1)C(=O)OC(C)(C)C (1,1-dimethylethyl 2-[4-(methylsulfonyl)phenyl]-4,5,7,8-tetrahydropyrazolo[3,4-d]azepine-6(2H)-carboxylate), Cl (hydrochloric acid). Run in O1CCOCC1 (dioxan), O1CCOCC1 (dioxan), CO (methanol). Conditions: time 8 hour. The product is CS(=O)(=O)C1=CC=C(C=C1)N1N=C2CCNCCC2=C1 (2-[4-(Methylsulfonyl)phenyl]-2,4,5,6,7,8-hexahydropyrazolo[3,4-d]azepine). Reaction SMILES: [CH3:1][S:2]([C:5]1[CH:10]=[CH:9][C:8]([N:11]2[CH:20]=[C:19]3[C:13]([CH2:14][CH2:15][N:16](C(OC(C)(C)C)=O)[CH2:17][CH2:18]3)=[N:12]2)=[CH:7][CH:6]=1)(=[O:4])=[O:3].Cl>O1CCOCC1.CO>[CH3:1][S:2]([C:5]1[CH:10]=[CH:9][C:8]([N:11]2[CH:20]=[C:19]3[C:13]([CH2:14][CH2:15][NH:16][CH2:17][CH2:18]3)=[N:12]2)=[CH:7][CH:6]=1)(=[O:4])=[O:3]. Reported procedure: To a solution of 1,1-dimethylethyl 2-[4-(methylsulfonyl)phenyl]-4,5,7,8-tetrahydropyrazolo[3,4-d]azepine-6(2H)-carboxylate (may be prepared as described in Description 32) (10 mg, 0.03 mmol) in dioxan (1 ml) was added 4M hydrochloric acid in dioxan (2 ml). The resulting mixture was stirred at room temperature, under argon, overnight. The reaction mixture was diluted with methanol and then purified by SCX, eluting with methanol and then 2M ammonia/methanol. The basic fractions were combined and s...